This data is from the Open Reaction Database (ORD), a public repository of structured organic reaction records. The task is: describe an organic reaction: reactants, conditions, products, and yield Reactants: COC(=O)c1ccc(C=Cc2ccccc2OCc2ccccc2)c(F)c1, Cc1ccc(C(=O)O)cc1F, Cc1ccc(C(=O)O)cc1[N+](=O)[O-]. Product: COC(=O)c1ccc(C=Cc2ccccc2OCc2ccccc2)c([N+](=O)[O-])c1. RXN SMILES: [CH2:25]([c:26]1[cH:27][cH:28][cH:29][cH:30][cH:31]1)[O:32][c:33]1[c:34]([CH:39]=[CH:40][c:41]2[c:42]([F:51])[cH:43][c:44]([C:45](=[O:46])[O:47][CH3:48])[cH:49][cH:50]2)[cH:35][cH:36][cH:37][cH:38]1.[F:14][c:15]1[cH:16][c:17]([C:22]([OH:23])=[O:24])[cH:18][cH:19][c:20]1[CH3:21].[N+:1](=[O:2])([O-:3])[c:4]1[cH:5][c:6]([C:11]([OH:12])=[O:13])[cH:7][cH:8][c:9]1[CH3:10]>>[N+:1](=[O:2])([O-:3])[c:42]1[c:41]([CH:40]=[CH:39][c:34]2[c:33]([O:32][CH2:25][c:26]3[cH:27][cH:28][cH:29][cH:30][cH:31]3)[cH:38][cH:37][cH:36][cH:35]2)[cH:50][cH:49][c:44]([C:45](=[O:46])[O:47][CH3:48])[cH:43]1.